From a dataset of the Open Reaction Database (ORD), a public repository of structured organic reaction records. describe an organic reaction: reactants, conditions, products, and yield Reactants: ClC1=NC=C(C(=O)O)C=C1 (6-chloronicotinic acid), C(C(=O)Cl)(=O)Cl (oxalyl chloride). Yields the product ClC1=NC=C(C(=O)OC)C=C1 (6-chloronicotinic acid, methyl ester). The solvent is C(Cl)Cl (CH2Cl2). Conditions: time 18 hour. Reported procedure: To a solution of 6-chloronicotinic acid (20.0 g, 0.127 mol) in CH2Cl2 (250 mL) was added oxalyl chloride (123.3 mL, 0.15 mol) with 1-5 drops of DMF. The solution was stirred 18 h and concentrated in vacuo. The residue was dissolved in CH2Cl2 (100 mL) and cooled in an ice bath. To this was added MeOH (20 mL) and the solution was stirred for 15 min while maintaining a temp below 40° C. The solvent was removed in vacuo, and the residue was dissolved in Et2O, washed with H2O and brine, dried with Na... The reagents and catalysts are CN(C)C=O (DMF). Isolated yield 96.4%. RXN SMILES: [Cl:1][C:2]1[CH:10]=[CH:9][C:5]([C:6]([OH:8])=[O:7])=[CH:4][N:3]=1.[C:11](Cl)(=O)C(Cl)=O>C(Cl)Cl.CN(C=O)C>[Cl:1][C:2]1[CH:10]=[CH:9][C:5]([C:6]([O:8][CH3:11])=[O:7])=[CH:4][N:3]=1. The reactants are NC=1C=NC=CC1 (3-aminopyridine), N1=CC=CC=C1 (pyridine), C(C)(=O)C1=CC=C(C=C1)S(=O)(=O)Cl (4-acetylbenzenesulfonyl chloride). The solvent is O (water). Product: C(C)(=O)C1=CC=C(C=C1)S(=O)(=O)NC=1C=NC=CC1 (4-Acetyl-N-(3-pyridyl)benzenesulfonamide). As a reaction SMILES: [NH2:1][C:2]1[CH:3]=[N:4][CH:5]=[CH:6][CH:7]=1.N1C=CC=CC=1.[C:14]([C:17]1[CH:22]=[CH:21][C:20]([S:23](Cl)(=[O:25])=[O:24])=[CH:19][CH:18]=1)(=[O:16])[CH3:15]>O>[C:14]([C:17]1[CH:18]=[CH:19][C:20]([S:23]([NH:1][C:2]2[CH:3]=[N:4][CH:5]=[CH:6][CH:7]=2)(=[O:25])=[O:24])=[CH:21][CH:22]=1)(=[O:16])[CH3:15]. Reported procedure: To a solution of 23.7 g. of 3-aminopyridine in 400 ml. of pyridine is added 55 g. of 4-acetylbenzenesulfonyl chloride and the resulting solution is stirred at room temperature for 24 hours. The solution is poured into 1 l. of water and the mixture is cooled to 0°-5° C. The precipitate of 4-acetyl-N-(3-pyridyl)benzenesulfonamide is collected by filtration, washed with water and dried; m.p. 182°-183° after crystallization from ethanol. The reactants are COc1c([N+](=O)[O-])cc(Br)c2ccccc12, CN(C)C=O, CN. Product: CNc1c([N+](=O)[O-])cc(Br)c2ccccc12. Reaction SMILES: [Br:3][c:4]1[cH:5][c:6]([N+:16](=[O:17])[O-:18])[c:7]([O:14][CH3:15])[c:8]2[cH:9][cH:10][cH:11][cH:12][c:13]12.[CH3:19][N:20]([CH3:21])[CH:22]=[O:23].[CH3:1][NH2:2]>>[CH3:1][NH:2][c:7]1[c:6]([N+:16](=[O:17])[O-:18])[cH:5][c:4]([Br:3])[c:13]2[c:8]1[cH:9][cH:10][cH:11][cH:12]2.